Dataset: the Open Reaction Database (ORD), a public repository of structured organic reaction records. Task: describe an organic reaction: reactants, conditions, products, and yield The product is C(C)(=O)OCC[Sn](CCCC)(CCCC)CCOC(C)=O (bis(2-acetoxyethyl)dibutyltin). Reported procedure: 2.349 g (0.01 mole) of dibutyltin dihydride, 1.722 g (0.02 mole) of distilled vinyl acetate, and 2 g of anhydrous cyclohexane were placed in aPyrex® bowl thermostated at 25° C. The solution was exposed to ultraviolet radiation for 3 hours. The cyclohexane was then eliminated under vacuum at ambient temperature. The expected product was obtained pure in quantitative yield Run in C1CCCCC1 (cyclohexane), C1CCCCC1 (cyclohexane). Conditions: time 3 hour. Reaction SMILES: [CH2:1]([SnH2:5][CH2:6][CH2:7][CH2:8][CH3:9])[CH2:2][CH2:3][CH3:4].[C:10]([O:13][CH:14]=[CH2:15])(=[O:12])[CH3:11]>C1CCCCC1>[C:10]([O:13][CH2:14][CH2:15][Sn:5]([CH2:15][CH2:14][O:13][C:10](=[O:12])[CH3:11])([CH2:6][CH2:7][CH2:8][CH3:9])[CH2:1][CH2:2][CH2:3][CH3:4])(=[O:12])[CH3:11]. Starting materials: C(CCC)[SnH2]CCCC (dibutyltin dihydride), C(C)(=O)OC=C (vinyl acetate).